Dataset: the Open Reaction Database (ORD), a public repository of structured organic reaction records. Task: describe an organic reaction: reactants, conditions, products, and yield The reactants are C1(=CC=CC=C1)CCBr (2-phenylethyl bromide), C(C)(=O)O (acetic acid), C(C)OC(CS(=O)(=O)C)=O (methylsulphonyl-acetic acid ethyl ester), [OH-].[Na+] (sodium hydroxide). Run in CN(C)C=O (DMF), CN(C)C=O (DMF). Run at time 15 minute. Yields the product C(C)OC(C(CCC1=CC=CC=C1)S(=O)(=O)C)=O (2-methylsulphonyl-4-phenylbutyric acid ethyl ester). Reaction SMILES: [CH2:1]([O:3][C:4](=[O:10])[CH2:5][S:6]([CH3:9])(=[O:8])=[O:7])[CH3:2].[OH-].[Na+].[C:13]1([CH2:19][CH2:20]Br)[CH:18]=[CH:17][CH:16]=[CH:15][CH:14]=1.C(O)(=O)C>CN(C=O)C>[CH2:1]([O:3][C:4](=[O:10])[CH:5]([S:6]([CH3:9])(=[O:8])=[O:7])[CH2:20][CH2:19][C:13]1[CH:18]=[CH:17][CH:16]=[CH:15][CH:14]=1)[CH3:2] |f:1.2|. Procedure details: 6.648 g of methylsulphonyl-acetic acid ethyl ester are added dropwise at -30°, within 30 minutes, to 1.745 g of sodium hydroxide dispersion (55% in oil) in 40 ml of DMF. The solution is subsequently stirred for 15 minutes, then heated and, within 150 minutes, under reflux, 7.4 g of 2-phenylethyl bromide in 10 ml of DMF are added dropwise thereto. The reaction mixture is then stirred for 20 minutes, acidified with 12 ml of glacial acetic acid and concentrated by evaporation. The residue is taken ... The reactants are Cl (hydrochloric acid), ClC(=O)OCCCC (butyl chloroformate), C(CCC)[Li] (n-butyllithium), Cl (hydrochloric acid), C(CCC)[Li] (n-butyllithium), COC=1C=C(C=C(C1OC)OC)C(C#C)O (1-(3,4,5-trimethoxyphenyl)-2-propyn-1-ol), C[Si](C)(C)Cl (trimethylsilyl chloride). Reagents/catalysts: [O-2].[O-2].[Mn+4] (manganese dioxide). Run in C(C)(=O)OCC (ethyl acetate), CCOCC (ether), C(Cl)Cl (methylene chloride). Product: COC=1C=C(C(=O)C#CC(=O)OCCCC)C=C(C1OC)OC (butyl 3-(3,4,5-trimethoxybenzoyl)propiolate). As a reaction SMILES: C([Li])CCC.[CH3:6][O:7][C:8]1[CH:9]=[C:10]([CH:18]([OH:21])[C:19]#[CH:20])[CH:11]=[C:12]([O:16][CH3:17])[C:13]=1[O:14][CH3:15].C[Si](Cl)(C)C.Cl[C:28]([O:30][CH2:31][CH2:32][CH2:33][CH3:34])=[O:29].Cl>CCOCC.C(Cl)Cl.[O-2].[O-2].[Mn+4].C(OCC)(=O)C>[CH3:17][O:16][C:12]1[CH:11]=[C:10]([CH:9]=[C:8]([O:7][CH3:6])[C:13]=1[O:14][CH3:15])[C:18]([C:19]#[C:20][C:28]([O:30][CH2:31][CH2:32][CH2:33][CH3:34])=[O:29])=[O:21] |f:7.8.9|. Procedure: 8.7 ml of n-butyllithium solution (1.6M in hexane) were added at -78° to a solution of 3.0 g (13.5 mmol) of 1-(3,4,5-trimethoxyphenyl)-2-propyn-1-ol in 40 ml of ether. The reaction mixture was brought to -30°, whereupon 1.8 ml (14.2 mmol) of freshly distilled trimethylsilyl chloride were added at -30°. Thereafter, the mixture was warmed to 0°. stirred and cooled to -78° for 1 hour, whereupon 7.8 ml of n-butyllithium solution (1.6M in hexane) were added. The reaction mixture was stirred at -30° f... Reactants: NC1=CC=C2C(C(NC(C2=C1)=O)=O)(C)C (7-amino-4,4-dimethylisoquinoline-1,3-dione), [N-]=C=O.[K+] (potassium isocyanate). Solvent: C(C)(=O)O (acetic acid). Product: CC1(C(NC(C2=CC(=CC=C12)NC(=O)N)=O)=O)C (N-(4,4-Dimethyl-1,2,3,4-tetrahydro-1,3-dioxo-7-isoquinolinyl)-urea). As a reaction SMILES: [NH2:1][C:2]1[CH:11]=[C:10]2[C:5]([C:6]([CH3:15])([CH3:14])[C:7](=[O:13])[NH:8][C:9]2=[O:12])=[CH:4][CH:3]=1.[N-:16]=[C:17]=[O:18].[K+]>C(O)(=O)C>[CH3:14][C:6]1([CH3:15])[C:5]2[C:10](=[CH:11][C:2]([NH:1][C:17]([NH2:16])=[O:18])=[CH:3][CH:4]=2)[C:9](=[O:12])[NH:8][C:7]1=[O:13] |f:1.2|. Procedure details: 1.3 g. (6.3 mMole) 7-amino-4,4-dimethylisoquinoline-1,3-dione was suspended in 30 ml. 2N acetic acid, mixed with 1.0 g. (12.5 mMole) potassium isocyanate and stirred for 6 hours at 80° C. The reaction mixture was cooled and the precipitate was filtered off with suction and washed with water. The residue was dissolved in dilute aqueous sodium hydroxide solution, the solution was neutralised with dilute hydrochloric acid, the residue was filtered off with suction and, for purification, worked up w...